This data is from the Open Reaction Database (ORD), a public repository of structured organic reaction records. The task is: describe an organic reaction: reactants, conditions, products, and yield The reactants are CCOC(=O)c1ccn2ncc(-c3cccc(Cl)c3)c2n1, CO, Cl, [Na+], C1CCOC1, [OH-]. Yields the product O=C(O)c1ccn2ncc(-c3cccc(Cl)c3)c2n1. As a reaction SMILES: [CH2:1]([CH3:2])[O:3][C:4](=[O:5])[c:6]1[n:7][c:8]2[n:9]([cH:10][cH:11]1)[n:12][cH:13][c:14]2-[c:15]1[cH:16][c:17]([Cl:21])[cH:18][cH:19][cH:20]1.[CH3:22][OH:23].[ClH:26].[Na+:25].[O:27]1[CH2:28][CH2:29][CH2:30][CH2:31]1.[OH-:24]>>[O:3]=[C:4]([OH:5])[c:6]1[n:7][c:8]2[n:9]([cH:10][cH:11]1)[n:12][cH:13][c:14]2-[c:15]1[cH:16][c:17]([Cl:21])[cH:18][cH:19][cH:20]1. The reactants are N(=O)[O-].[Na+] (sodium nitrite), NC=1C=CC2=C(CN3C(C(N2C)=O)CCC3)C1 (7-amino-1,2,3,5,10,11a- hexahydro-10-methyl-11H-pyrrolo[2,1-c] [1,4]benzodiazepin-11- one), Cl (hydrochloric acid). Reagents/catalysts: [O-]S(=O)(=O)[O-].[Cu+2] (CuSO4). Run in O (water), O (water). Yields the product ClC=1C=CC2=C(CN3C(C(N2C)=O)CCC3)C1 (7-chloro-1,2,3,5,10,11a-hexahydro- 10-methyl-11H-pyrrolo[2,1-c] [1,4]benzodiazepin-11-one). As a reaction SMILES: N([O-])=O.[Na+].N[C:6]1[CH:7]=[CH:8][C:9]2[N:15]([CH3:16])[C:14](=[O:17])[CH:13]3[CH2:18][CH2:19][CH2:20][N:12]3[CH2:11][C:10]=2[CH:21]=1.[ClH:22]>[O-]S([O-])(=O)=O.[Cu+2].O>[Cl:22][C:6]1[CH:7]=[CH:8][C:9]2[N:15]([CH3:16])[C:14](=[O:17])[CH:13]3[CH2:18][CH2:19][CH2:20][N:12]3[CH2:11][C:10]=2[CH:21]=1 |f:0.1,4.5|. Reported procedure: A solution of 3,9 g. of sodium nitrite in 30 ml. of water is added over 10 minutes with stirring to a cooled (-10°to 0°C.) mixture of 11.5 g. of 7-amino-1,2,3,5,10,11a- hexahydro-10-methyl-11H-pyrrolo[2,1-c] [1,4]benzodiazepin-11- one, 13 g. of CuSO4. 5H2O, 60 ml. of concentrated hydrochloric acid and 40 ml. of water. The mixture is stirred for one hour without cooling, poured into 80 ml. of concentrated ammonium hydroxide and extracted with benzene. The benzene layer is washed with water and co... The reactants are CC(=O)OC(C)=O, CCCCCCCCCC1SC(c2cccnc2)N(CCN)C1=O, [Na+], O=C([O-])O, c1ccncc1. Yields the product CCCCCCCCCC1SC(c2cccnc2)N(CCNC(C)=O)C1=O. Reaction SMILES: [CH3:1][C:2](=[O:3])[O:4][C:5](=[O:6])[CH3:7].[NH2:8][CH2:9][CH2:10][N:11]1[CH:12]([c:26]2[cH:27][n:28][cH:29][cH:30][cH:31]2)[S:13][CH:14]([CH2:17][CH2:18][CH2:19][CH2:20][CH2:21][CH2:22][CH2:23][CH2:24][CH3:25])[C:15]1=[O:16].[Na+:36].[O-:32][C:33]([OH:34])=[O:35].[cH:37]1[cH:38][cH:39][n:40][cH:41][cH:42]1>>[CH3:1][C:2](=[O:3])[NH:8][CH2:9][CH2:10][N:11]1[CH:12]([c:26]2[cH:27][n:28][cH:29][cH:30][cH:31]2)[S:13][CH:14]([CH2:17][CH2:18][CH2:19][CH2:20][CH2:21][CH2:22][CH2:23][CH2:24][CH3:25])[C:15]1=[O:16]. As a reaction SMILES: [CH3:35][CH2:36][OH:37].[CH:1]1([n:4]2[cH:5][c:6]([C:31](=[O:32])[OH:33])[c:7](=[O:30])[c:8]3[cH:9][c:10]([F:29])[c:11]([N:15]4[CH2:16][CH:17]([CH2:20][NH:21][C:22]([O:23][C:24]([CH3:25])([CH3:26])[CH3:27])=[O:28])[CH2:18][CH2:19]4)[c:12]([CH3:14])[c:13]23)[CH2:2][CH2:3]1.[ClH:34]>>[CH:1]1([n:4]2[cH:5][c:6]([C:31](=[O:32])[OH:33])[c:7](=[O:30])[c:8]3[cH:9][c:10]([F:29])[c:11]([N:15]4[CH2:16][CH:17]([CH2:20][NH2:21])[CH2:18][CH2:19]4)[c:12]([CH3:14])[c:13]23)[CH2:2][CH2:3]1.[ClH:34]. The reactants are CCO, Cc1c(N2CCC(CNC(=O)OC(C)(C)C)C2)c(F)cc2c(=O)c(C(=O)O)cn(C3CC3)c12, Cl. The product is Cc1c(N2CCC(CN)C2)c(F)cc2c(=O)c(C(=O)O)cn(C3CC3)c12, Cl. Starting materials: O (water), ClC=1C=C(C=C(C1)Cl)NC(NCC(=O)O)=O (3-(3,5-dichlorophenyl)-ureidoacetic acid), N(C(=O)N)CC(=O)O (ureidoacetic acid), S(O)(O)(=O)=O (sulphuric acid). The solvent is ClC1=CC=CC=C1 (chlorobenzene). Reaction conditions: temperature 15 celsius. The product is ClC=1C=C(C=C(C1)Cl)N1C(NCC1=O)=O (3-(3,5-dichlorophenyl)-hydantoin). The yield is 95.6%. As a reaction SMILES: [Cl:1][C:2]1[CH:3]=[C:4]([NH:9][C:10](=[O:16])[NH:11][CH2:12][C:13](O)=[O:14])[CH:5]=[C:6]([Cl:8])[CH:7]=1.S(=O)(=O)(O)O.N(CC(O)=O)C(N)=O.O>ClC1C=CC=CC=1>[Cl:1][C:2]1[CH:3]=[C:4]([N:9]2[C:13](=[O:14])[CH2:12][NH:11][C:10]2=[O:16])[CH:5]=[C:6]([Cl:8])[CH:7]=1. Reported procedure: To a suspension of 3-(3,5-dichlorophenyl)-ureidoacetic acid (813 g.) in chlorobenzene (3,500 cc.) is added concentrated sulphuric acid (d = 1.83) (16 cc.), representing 0.095 mol per mol of ureidoacetic acid. The water formed in the reaction is removed by azeotropic distillation. After 45 minutes' distillation, a limpid solution is obtained. After cooling to about 15° C, the precipitate formed is filtered off and washed on the filter with ethanol (500 cc.) at 10° C. After drying, 3-(3,5-dichloro...